Task: describe an organic reaction: reactants, conditions, products, and yield. Dataset: the Open Reaction Database (ORD), a public repository of structured organic reaction records Starting materials: CC=1C=C(CN2CCNCC2)C=CC1 (1-(3-methylbenzyl)piperazine), C(C1=CC=CC=C1)OC=1C=C(C(C2=CC=C(C=C2)Cl)Cl)C=CC1 (3-benzyloxy-4'-chlorobenzhydryl chloride). Reported procedure: The crude piperazine derivative from above (11.0 g, 56 mmole) was dissolved in 150 ml of toluene and added to 19.2 g (56 mmole) of 3-benzyloxy-4'-chlorobenzhydryl chloride (see U.S. Pat. No. 4,757,074) and heated to reflux for 40 hours. The reaction was cooled to room temperature, diluted to 600 ml with diethyl ether, and washed with 100 ml of 1.0 M sodium hydroxide followed by three 200 ml portions of water and 100 ml of saturated sodium chloride. The product was dried over sodium sulfate and t... The yield is 53.0%. RXN SMILES: [CH3:1][C:2]1[CH:3]=[C:4]([CH:12]=[CH:13][CH:14]=1)[CH2:5][N:6]1[CH2:11][CH2:10][NH:9][CH2:8][CH2:7]1.[CH2:15]([O:22][C:23]1[CH:24]=[C:25]([CH:35]=[CH:36][CH:37]=1)[CH:26](Cl)[C:27]1[CH:32]=[CH:31][C:30]([Cl:33])=[CH:29][CH:28]=1)[C:16]1[CH:21]=[CH:20][CH:19]=[CH:18][CH:17]=1>C1(C)C=CC=CC=1.C(OCC)C>[CH2:15]([O:22][C:23]1[CH:24]=[C:25]([CH:35]=[CH:36][CH:37]=1)[CH:26]([N:9]1[CH2:8][CH2:7][N:6]([CH2:5][C:4]2[CH:12]=[CH:13][CH:14]=[C:2]([CH3:1])[CH:3]=2)[CH2:11][CH2:10]1)[C:27]1[CH:28]=[CH:29][C:30]([Cl:33])=[CH:31][CH:32]=1)[C:16]1[CH:17]=[CH:18][CH:19]=[CH:20][CH:21]=1. Product: C(C1=CC=CC=C1)OC=1C=C(C(C2=CC=C(C=C2)Cl)N2CCN(CC2)CC2=CC(=CC=C2)C)C=CC1 (1-(3-benzyloxy-4'-chlorobenzhydryl)-4-(3-methylbenzyl) piperazine). Solvent: C1(=CC=CC=C1)C (toluene), C(C)OCC (diethyl ether). Starting materials: CCNCC, CCO, C[N+](=O)[O-], O=Cc1cccnc1. Yields the product O=[N+]([O-])CC(O)c1cccnc1. RXN SMILES: [CH2:5]([NH:6][CH2:7][CH3:8])[CH3:9].[CH3:18][CH2:19][OH:20].[N+:1](=[O:2])([O-:3])[CH3:4].[n:10]1[cH:11][c:12]([CH:16]=[O:17])[cH:13][cH:14][cH:15]1>>[N+:1](=[O:2])([O-:3])[CH2:4][CH:16]([c:12]1[cH:11][n:10][cH:15][cH:14][cH:13]1)[OH:17].